From a dataset of the Open Reaction Database (ORD), a public repository of structured organic reaction records. describe an organic reaction: reactants, conditions, products, and yield Reactants: ClC1=CC=C(C=C1)N1N=C(C(C=C1)=O)C(\C=C\N(C)C)=O (1-(4-Chloro-phenyl)-3-((E)-3-dimethylamino-acryloyl)-1H-pyridazin-4-one), ClC1=CC=C(C2=CC=CC=C12)NN ((4-chloro-naphthalen-1-yl)-hydrazine). Yields the product ClC1=CC=C(C2=CC=CC=C12)N1N=CC=C1C1=NN(C=CC1=O)C1=CC=C(C=C1)Cl (3-[2-(4-Chloro-naphthalen-1-yl)-2H-pyrazol-3-yl]-1-(4-chloro-phenyl)-1H-pyridazin-4-one). Reaction SMILES: [Cl:1][C:2]1[CH:7]=[CH:6][C:5]([N:8]2[CH:13]=[CH:12][C:11](=[O:14])[C:10]([C:15](=O)/[CH:16]=[CH:17]/[N:18](C)C)=[N:9]2)=[CH:4][CH:3]=1.[Cl:22][C:23]1[C:32]2[C:27](=[CH:28][CH:29]=[CH:30][CH:31]=2)[C:26]([NH:33]N)=[CH:25][CH:24]=1>>[Cl:22][C:23]1[C:32]2[C:27](=[CH:28][CH:29]=[CH:30][CH:31]=2)[C:26]([N:33]2[C:15]([C:10]3[C:11](=[O:14])[CH:12]=[CH:13][N:8]([C:5]4[CH:4]=[CH:3][C:2]([Cl:1])=[CH:7][CH:6]=4)[N:9]=3)=[CH:16][CH:17]=[N:18]2)=[CH:25][CH:24]=1. Procedure details: The product was obtained starting from 1-(4-Chloro-phenyl)-3-((E)-3-dimethylamino-acryloyl)-1H-pyridazin-4-one (A-24) and (4-chloro-naphthalen-1-yl)-hydrazine according to the method described for example 1. MS: M=433.1 (M+H)+ The reactants are COc1ccc(N(C(=O)CBr)C(C)C)cn1, CCOC1=Nc2ccccc2NC(=O)C1, ClCCl, [H-], [Na+], CN(C)C=O, O. Yields the product CCOC1=Nc2ccccc2N(CC(=O)N(c2ccc(OC)nc2)C(C)C)C(=O)C1. Reaction SMILES: [Br:18][CH2:19][C:20](=[O:21])[N:22]([c:23]1[cH:24][n:25][c:26]([O:29][CH3:30])[cH:27][cH:28]1)[CH:31]([CH3:32])[CH3:33].[CH2:1]([CH3:2])[O:3][C:4]1=[N:5][c:6]2[c:7]([cH:12][cH:13][cH:14][cH:15]2)[NH:8][C:9](=[O:11])[CH2:10]1.[Cl:40][CH2:41][Cl:42].[H-:17].[Na+:16].[O:34]=[CH:35][N:36]([CH3:37])[CH3:38].[OH2:39]>>[CH2:1]([CH3:2])[O:3][C:4]1=[N:5][c:6]2[c:7]([cH:12][cH:13][cH:14][cH:15]2)[N:8]([CH2:19][C:20](=[O:21])[N:22]([c:23]2[cH:24][n:25][c:26]([O:29][CH3:30])[cH:27][cH:28]2)[CH:31]([CH3:32])[CH3:33])[C:9](=[O:11])[CH2:10]1. The reactants are CCCN(CCC)CCCCN(Cc1ccc(CN(Cc2ccc(C)cn2)Cc2ncc[nH]2)cc1)C(=O)OC(C)(C)C, CCOCC, CO, Cl. Product: CCCN(CCC)CCCCNCc1ccc(CN(Cc2ccc(C)cn2)Cc2ncc[nH]2)cc1. RXN SMILES: [C:1]([O:2][C:3](=[O:4])[N:7]([CH2:8][c:9]1[cH:10][cH:11][c:12]([CH2:15][N:16]([CH2:17][c:18]2[n:19][cH:20][c:21]([CH3:24])[cH:22][cH:23]2)[CH2:25][c:26]2[nH:27][cH:28][cH:29][n:30]2)[cH:13][cH:14]1)[CH2:31][CH2:32][CH2:33][CH2:34][N:35]([CH2:36][CH2:37][CH3:38])[CH2:39][CH2:40][CH3:41])([CH3:5])([CH3:6])[CH3:42].[CH2:43]([O:44][CH2:45][CH3:46])[CH3:47].[CH3:49][OH:50].[ClH:48]>>[NH:7]([CH2:8][c:9]1[cH:10][cH:11][c:12]([CH2:15][N:16]([CH2:17][c:18]2[n:19][cH:20][c:21]([CH3:24])[cH:22][cH:23]2)[CH2:25][c:26]2[nH:27][cH:28][cH:29][n:30]2)[cH:13][cH:14]1)[CH2:31][CH2:32][CH2:33][CH2:34][N:35]([CH2:36][CH2:37][CH3:38])[CH2:39][CH2:40][CH3:41]. Reactants: C(C)(C)(C)C=1C=CC2=C(C=C(O2)C(COC2=CC=C(C=C2)C(=O)OC)O)C1 (5-tert-Butyl-2-[1-hydroxy-2-(4-methoxycarbonylphenoxy)ethyl]benzofuran), [OH-].[Na+] (sodium hydroxide). Isolated yield 82.0%. Product: C(C)(C)(C)C=1C=CC2=C(C=C(O2)C(COC2=CC=C(C=C2)C(=O)O)O)C1 (5-tert-Butyl-2-[2-(4-carboxyphenoxy)-1-hydroxyethyl]benzofuran). Run in CO (methanol), O (water). As a reaction SMILES: [C:1]([C:5]1[CH:6]=[CH:7][C:8]2[O:12][C:11]([CH:13]([OH:26])[CH2:14][O:15][C:16]3[CH:21]=[CH:20][C:19]([C:22]([O:24]C)=[O:23])=[CH:18][CH:17]=3)=[CH:10][C:9]=2[CH:27]=1)([CH3:4])([CH3:3])[CH3:2].[OH-].[Na+]>CO.O>[C:1]([C:5]1[CH:6]=[CH:7][C:8]2[O:12][C:11]([CH:13]([OH:26])[CH2:14][O:15][C:16]3[CH:17]=[CH:18][C:19]([C:22]([OH:24])=[O:23])=[CH:20][CH:21]=3)=[CH:10][C:9]=2[CH:27]=1)([CH3:4])([CH3:2])[CH3:3] |f:1.2|. Procedure: 5-tert-Butyl-2-[1-hydroxy-2-(4-methoxycarbonylphenoxy)ethyl]benzofuran (112 g) obtained in Example 1 was dissolved in 1.5 liters of methanol, a solution of 24.3 g of sodium hydroxide dissolved in 400 ml of water was added thereto and the mixture was heated to reflux for 2 hours. The reaction mixture was concentrated in vacuo, ice water was added to the residue and the mixture was acidified with concentrated hydrochloric acid to give crystals. The crystals collected by filtration were dissolved i... The product is ClC=1C2=C(N=C(N1)SC)N(C=C2)[C@H]2[C@@H](OCC1=CC=CC=C1)[C@H](OCC1=CC=CC=C1)[C@H](O2)COCC2=CC=CC=C2 (4-chloro-2-methylmercapto-7-(2,3,5-tri-O-benzyl-β-D-arabinofuranosyl)-7H-pyrrolo[2,3-d]pyrimidine). The reactants are [H-].[Na+] (sodium hydride), ClC=1C2=C(N=C(N1)SC)NC=C2 (4-chloro-2-methylmercapto-7H-pyrrolo[2,3-d]pyrimidine), C(C1=CC=CC=C1)O[C@@H]1[C@H](O[C@@H]([C@H]1OCC1=CC=CC=C1)COCC1=CC=CC=C1)Cl (2,3,5-tri-O-benzyl-α-D-arabinofuranosyl chloride). Procedure: A suspension of 3.1 g sodium hydride, 25.9 g of 4-chloro-2-methylmercapto-7H-pyrrolo[2,3-d]pyrimidine, and 250 ml of dry dimethylformamide (DMF) is stirred at 50° C. for 0.5 hour, cooled, and added to 62.8 g of 2,3,5-tri-O-benzyl-α-D-arabinofuranosyl chloride. The solution is stirred at ambient temperature for 15 hours, concentrated in vacuo, and distributed between a mixture of ethyl acetate and water. Chromatrography of the dried (MgSO4) layer over silica gel with 4:1 toluene-ethyl acetate pro... RXN SMILES: [H-].[Na+].[Cl:3][C:4]1[C:5]2[CH:14]=[CH:13][NH:12][C:6]=2[N:7]=[C:8]([S:10][CH3:11])[N:9]=1.[CH2:15]([O:22][C@H:23]1[C@H:27]([O:28][CH2:29][C:30]2[CH:35]=[CH:34][CH:33]=[CH:32][CH:31]=2)[C@@H:26]([CH2:36][O:37][CH2:38][C:39]2[CH:44]=[CH:43][CH:42]=[CH:41][CH:40]=2)[O:25][C@@H:24]1Cl)[C:16]1[CH:21]=[CH:20][CH:19]=[CH:18][CH:17]=1>CN(C)C=O>[Cl:3][C:4]1[C:5]2[CH:14]=[CH:13][N:12]([C@@H:24]3[O:25][C@H:26]([CH2:36][O:37][CH2:38][C:39]4[CH:44]=[CH:43][CH:42]=[CH:41][CH:40]=4)[C@@H:27]([O:28][CH2:29][C:30]4[CH:35]=[CH:34][CH:33]=[CH:32][CH:31]=4)[C@@H:23]3[O:22][CH2:15][C:16]3[CH:21]=[CH:20][CH:19]=[CH:18][CH:17]=3)[C:6]=2[N:7]=[C:8]([S:10][CH3:11])[N:9]=1 |f:0.1|. Run in CN(C=O)C (dimethylformamide). Reaction conditions: temperature 50 celsius, time 0.5 hour. The reactants are [N+](=O)([O-])C=1C=C2C(=NC1)N(C(N2CC=C)=O)C2=CC1=C(C=C2)OCO1 (6-Nitro-1-allyl-1,3-dihydro-3-(3,4-methylenedioxyphenyl)imidazo[4,5-b]pyridin-2-one). The reagents and catalysts are [Pd] (palladium on carbon). The solvent is CO (methanol). Product: NC=1C=C2C(=NC1)N(C(N2CCC)=O)C2=CC1=C(C=C2)OCO1 (6-Amino-1-n-propyl-1,3-dihydro-3-(3,4-methylenedioxyphenyl)imidazo[4,5-b]pyridin-2-one). RXN SMILES: [N+:1]([C:4]1[CH:5]=[C:6]2[N:12]([CH2:13][CH:14]=[CH2:15])[C:11](=[O:16])[N:10]([C:17]3[CH:22]=[CH:21][C:20]4[O:23][CH2:24][O:25][C:19]=4[CH:18]=3)[C:7]2=[N:8][CH:9]=1)([O-])=O>[Pd].CO>[NH2:1][C:4]1[CH:5]=[C:6]2[N:12]([CH2:13][CH2:14][CH3:15])[C:11](=[O:16])[N:10]([C:17]3[CH:22]=[CH:21][C:20]4[O:23][CH2:24][O:25][C:19]=4[CH:18]=3)[C:7]2=[N:8][CH:9]=1. Procedure details: The nitro product of Step D, 340 mg. (0.001 mole), in 30 ml. of methanol was hydrogenated in the presence of 50 mg. of 5% palladium on carbon. The theoretical amount of hydrogen was absorbed. The catalyst was removed by filtration and the filtrate was evaporated to give the product which was crystallized from benzene by addition of hexane, m.p. 177°-178° C.